Dataset: the Open Reaction Database (ORD), a public repository of structured organic reaction records. Task: describe an organic reaction: reactants, conditions, products, and yield Reactants: C(#N)C=1C=C(C=CC1F)C=1C=C(C(=O)OC)C=CN1 (methyl 2-(3-cyano-4-fluorophenyl)isonicotinate), NCC1CCCCC1 (aminomethylcyclohexane). The solvent is C(C)(=O)OCC (ethyl acetate), CS(=O)C (DMSO). Reaction conditions: temperature 40 celsius, time 17 hour. Product: C(#N)C=1C=C(C=CC1NCC1CCCCC1)C=1C=C(C(=O)OC)C=CN1 (methyl 2-{3-cyano-4-[(cyclohexylmethyl)amino]phenyl}isonicotinate). RXN SMILES: [C:1]([C:3]1[CH:4]=[C:5]([C:10]2[CH:11]=[C:12]([CH:17]=[CH:18][N:19]=2)[C:13]([O:15][CH3:16])=[O:14])[CH:6]=[CH:7][C:8]=1F)#[N:2].[NH2:20][CH2:21][CH:22]1[CH2:27][CH2:26][CH2:25][CH2:24][CH2:23]1>CS(C)=O.C(OCC)(=O)C>[C:1]([C:3]1[CH:4]=[C:5]([C:10]2[CH:11]=[C:12]([CH:17]=[CH:18][N:19]=2)[C:13]([O:15][CH3:16])=[O:14])[CH:6]=[CH:7][C:8]=1[NH:20][CH2:21][CH:22]1[CH2:27][CH2:26][CH2:25][CH2:24][CH2:23]1)#[N:2]. Reported procedure: In 3 ml of DMSO was dissolved 247 mg of methyl 2-(3-cyano-4-fluorophenyl)isonicotinate, and 0.31 ml of aminomethylcyclohexane was added thereto. After being stirred at 40° C. for 17 hours, the reaction solution was diluted with ethyl acetate and washed with water and brine, successively. The organic layer was dried and concentrated under reduced pressure and then recrystallization was performed from a mixed solvent of diisopropyl ether and hexane to obtain 266 mg of methyl 2-{3-cyano-4-[(cyclohe... Product: OC1CCCSc2ccsc21. RXN SMILES: [BH4-:1].[CH3:14][CH2:15][OH:16].[Na+:2].[s:3]1[cH:4][cH:5][c:6]2[c:12]1[C:11](=[O:13])[CH2:10][CH2:9][CH2:8][S:7]2>>[s:3]1[cH:4][cH:5][c:6]2[c:12]1[CH:11]([OH:13])[CH2:10][CH2:9][CH2:8][S:7]2. Starting materials: [BH4-], CCO, [Na+], O=C1CCCSc2ccsc21. Reactants: [Br-], CC(=O)[CH-]C(C)=O, C[Mg+], COc1cccc(C(=O)O)c1C, [Cl-], [Fe+3], [NH4+], C1CCOC1, O=S(Cl)Cl. The product is COc1cccc(C(C)=O)c1C. Reaction SMILES: [Br-:18].[CH-:28]([C:29](=[O:30])[CH3:31])[C:32](=[O:33])[CH3:34].[CH3:19][Mg+:20].[CH3:1][c:2]1[c:3]([C:4](=[O:5])[OH:6])[cH:7][cH:8][cH:9][c:10]1[O:11][CH3:12].[Cl-:21].[Fe+3:27].[NH4+:22].[O:13]1[CH2:14][CH2:17][CH2:16][CH2:15]1.[S:23]([Cl:24])([Cl:25])=[O:26]>>[CH3:1][c:2]1[c:3]([C:4](=[O:6])[CH3:14])[cH:7][cH:8][cH:9][c:10]1[O:11][CH3:12]. Reactants: NC1=NC2=CC(=C(C=C2N=C1OC)C)C (2-Amino-3-methoxy-6,7-dimethylquinoxaline), ClC(=O)OCC (ethyl chloroformate), N1=CC=CC=C1 (pyridine). Solvent: ClCCl (dichloromethane). Run at time 12 hour. The product is COC1=NC2=CC(=C(C=C2N=C1NC(OCC)=O)C)C (Ethyl N-(2-methoxy-6,7-dimethylquinoxalin-3-yl)carbamate). Isolated yield 83.7%. As a reaction SMILES: [NH2:1][C:2]1[C:11]([O:12][CH3:13])=[N:10][C:9]2[C:4](=[CH:5][C:6]([CH3:15])=[C:7]([CH3:14])[CH:8]=2)[N:3]=1.Cl[C:17]([O:19][CH2:20][CH3:21])=[O:18].N1C=CC=CC=1>ClCCl>[CH3:13][O:12][C:11]1[C:2]([NH:1][C:17](=[O:18])[O:19][CH2:20][CH3:21])=[N:3][C:4]2[C:9](=[CH:8][C:7]([CH3:14])=[C:6]([CH3:15])[CH:5]=2)[N:10]=1. Procedure details: 2-Amino-3-methoxy-6,7-dimethylquinoxaline (2.34 g, 11.5 mmol) and ethyl chloroformate (2.50 g, 23.0 mmol) were dissolved in dichloromethane (50 ml) at room temperature and thereto pyridine (1.82 g, 23.0 mmol) was added. The mixture was stirred at room temperature for 12 hours and concentrated under the reduced pressure to remove the solvent, and purified by SiO2 column chromatography. Extraction of the residue with a n-hexane:ethyl acetate (3:1) mixture and concentration gave 2.65 g of the title... The reactants are CO[PH](=O)CCc1ccc(C(=O)Nc2cc(-c3cccs3)ccc2NC(=O)OC(C)(C)C)cc1, ClCCl, O=C(O)C(F)(F)F. Product: CO[PH](=O)CCc1ccc(C(=O)Nc2cc(-c3cccs3)ccc2N)cc1. RXN SMILES: [C:1]([O:2][C:3](=[O:4])[NH:8][c:9]1[c:10]([NH:20][C:21](=[O:22])[c:23]2[cH:24][cH:25][c:26]([CH2:27][CH2:28][PH:29]([O:30][CH3:31])=[O:32])[cH:33][cH:34]2)[cH:11][c:12](-[c:15]2[s:16][cH:17][cH:18][cH:19]2)[cH:13][cH:14]1)([CH3:5])([CH3:6])[CH3:7].[Cl:42][CH2:43][Cl:44].[F:35][C:36]([F:37])([F:38])[C:39]([OH:40])=[O:41]>>[NH2:8][c:9]1[c:10]([NH:20][C:21](=[O:22])[c:23]2[cH:24][cH:25][c:26]([CH2:27][CH2:28][PH:29]([O:30][CH3:31])=[O:32])[cH:33][cH:34]2)[cH:11][c:12](-[c:15]2[s:16][cH:17][cH:18][cH:19]2)[cH:13][cH:14]1.